Dataset: the Open Reaction Database (ORD), a public repository of structured organic reaction records. Task: describe an organic reaction: reactants, conditions, products, and yield Reactants: ClC1=C(C=C(C=C1OC)Cl)CN1C(NC(=CC1=O)C(F)(F)F)=O (3-(2,5-dichloro-3-methoxyphenylmethyl)-6-trifluoromethyluracil), S(=O)(=O)(OC)OC (dimethyl sulfate), C([O-])([O-])=O.[K+].[K+] (potassium carbonate). Run in CC(=O)C (acetone). Yields the product ClC1=C(C=C(C=C1OC)Cl)CN1C(N(C(=CC1=O)C(F)(F)F)C)=O (3-(2,5-dichloro-3-methoxyphenylmethyl)- 1 -methyl-6-trifluoromethyluracil). Isolated yield 65.2%. RXN SMILES: [Cl:1][C:2]1[C:7]([O:8][CH3:9])=[CH:6][C:5]([Cl:10])=[CH:4][C:3]=1[CH2:11][N:12]1[C:17](=[O:18])[CH:16]=[C:15]([C:19]([F:22])([F:21])[F:20])[NH:14][C:13]1=[O:23].S(OC)(O[CH3:28])(=O)=O.C(=O)([O-])[O-].[K+].[K+]>CC(C)=O>[Cl:1][C:2]1[C:7]([O:8][CH3:9])=[CH:6][C:5]([Cl:10])=[CH:4][C:3]=1[CH2:11][N:12]1[C:17](=[O:18])[CH:16]=[C:15]([C:19]([F:20])([F:21])[F:22])[N:14]([CH3:28])[C:13]1=[O:23] |f:2.3.4|. Procedure details: By the method of Example 1, Step H, 8.95 grams (0.024 mole) of 3-(2,5-dichloro-3-methoxyphenylmethyl)-6-trifluoromethyluracil, 5.03 grams (0.036 mole) of dimethyl sulfate, and 8.99 grams (0.048 mole) of potassium carbonate were reacted in 800 mL of acetone, yielding 6.0 grams of 3-(2,5-dichloro-3-methoxyphenylmethyl)- 1 -methyl-6-trifluoromethyluracil as a viscous, yellow oil, which became a glass upon cooling. This glass crystallized after standing for a period of time, m.p. 117°-123° C. The NM... Starting materials: C(C)(C)(C)OC(=O)N1CCC(CC1)N(C)C[C@@H]1CC[C@H](CC1)NC(=O)C=1CCOC2=C(C1)C=C(C=C2)C2=CC=C(C=C2)C (trans-N-[4-[N-(1-tert-butoxycarbonylpiperidin-4-yl)-N-methylaminomethyl]cyclohexyl]-7-(4-methylphenyl)-2,3-dihydro-1-benzooxepine-4-carboxamide), Cl (hydrochloric acid). Solvent: C(C)O (ethanol). Conditions: time 2 day. Yields the product Cl.Cl.N1CCC(CC1)N(C)C[C@@H]1CC[C@H](CC1)NC(=O)C=1CCOC2=C(C1)C=C(C=C2)C2=CC=C(C=C2)C (trans-N-[4-[N-(piperidin-4-yl)-N-methylaminomethyl]cyclohexyl]-7-(4-methylphenyl)-2,3-dihydro-1-benzooxepine-4-carboxamide dihydrochloride). RXN SMILES: C(OC([N:8]1[CH2:13][CH2:12][CH:11]([N:14]([CH2:16][C@H:17]2[CH2:22][CH2:21][C@H:20]([NH:23][C:24]([C:26]3[CH2:27][CH2:28][O:29][C:30]4[CH:36]=[CH:35][C:34]([C:37]5[CH:42]=[CH:41][C:40]([CH3:43])=[CH:39][CH:38]=5)=[CH:33][C:31]=4[CH:32]=3)=[O:25])[CH2:19][CH2:18]2)[CH3:15])[CH2:10][CH2:9]1)=O)(C)(C)C.[ClH:44]>C(O)C>[ClH:44].[ClH:44].[NH:8]1[CH2:9][CH2:10][CH:11]([N:14]([CH2:16][C@H:17]2[CH2:18][CH2:19][C@H:20]([NH:23][C:24]([C:26]3[CH2:27][CH2:28][O:29][C:30]4[CH:36]=[CH:35][C:34]([C:37]5[CH:38]=[CH:39][C:40]([CH3:43])=[CH:41][CH:42]=5)=[CH:33][C:31]=4[CH:32]=3)=[O:25])[CH2:21][CH2:22]2)[CH3:15])[CH2:12][CH2:13]1 |f:3.4.5|. Procedure: Into a solution of trans-N-[4-[N-(1-tert-butoxycarbonylpiperidin-4-yl)-N-methylaminomethyl]cyclohexyl]-7-(4-methylphenyl)-2,3-dihydro-1-benzooxepine-4-carboxamide (0.41 g) in ethanol (30 ml) was added at room temperature concentrated hydrochloric acid (5 ml), and the resulting mixture was stirred for 2 days. After the reaction mixture was concentrated under reduced pressure, the resulting crystals were purified by recrystallization (ethanol/diethyl ether) to obtain trans-N-[4-[N-(piperidin-4-yl)... Reactants: BrC=1C=CC(=C(C1)C1=NC2=NC=CN=C2C(N1)=O)F (2-(5-bromo-2-fluorophenyl)pteridin-4-one), C(CC1=CC=CC=C1)NC1=CC=NC=C1 (4-(phenethylamino)pyridine), C(CCC)N(C1=NC(=NC2=NC=CN=C12)C1=C(C=CC(=C1)Br)F)C1=CC=NC=C1 (4-[(butyl)(4-pyridyl)amino]-2-(5-bromo-2-fluorophenyl)pteridine). The product is BrC=1C=CC(=C(C1)C1=NC2=NC=CN=C2C(=N1)N(C1=CC=NC=C1)CCC1=CC=CC=C1)F (2-(5-bromo-2-fluorophenyl)-4-[(phenethyl)(4-pyridyl)amino]-pteridine). Reaction SMILES: [Br:1][C:2]1[CH:3]=[CH:4][C:5]([F:19])=[C:6]([C:8]2[NH:17][C:16](=O)[C:15]3[C:10](=[N:11][CH:12]=[CH:13][N:14]=3)[N:9]=2)[CH:7]=1.[CH2:20]([NH:28][C:29]1[CH:34]=[CH:33][N:32]=[CH:31][CH:30]=1)[CH2:21][C:22]1[CH:27]=[CH:26][CH:25]=[CH:24][CH:23]=1.C(N(C1C=CN=CC=1)C1C2C(=NC=CN=2)N=C(C2C=C(Br)C=CC=2F)N=1)CCC>>[Br:1][C:2]1[CH:3]=[CH:4][C:5]([F:19])=[C:6]([C:8]2[N:17]=[C:16]([N:28]([CH2:20][CH2:21][C:22]3[CH:23]=[CH:24][CH:25]=[CH:26][CH:27]=3)[C:29]3[CH:34]=[CH:33][N:32]=[CH:31][CH:30]=3)[C:15]3[C:10](=[N:11][CH:12]=[CH:13][N:14]=3)[N:9]=2)[CH:7]=1. Procedure: The title product was synthesized by reaction of the 2-(5-bromo-2-fluorophenyl)-pteridin-4-one 104 with 4-(phenethylamino)pyridine following the procedure described for 4-[(butyl)(4-pyridyl)amino]-2-(5-bromo-2-fluorophenyl)pteridine 3.